From a dataset of the Open Reaction Database (ORD), a public repository of structured organic reaction records. describe an organic reaction: reactants, conditions, products, and yield The reactants are CCO, CCCN(c1cc(Cl)ncn1)n1ccc2ccccc21. The product is CCCN(c1ccncn1)n1ccc2ccccc21. As a reaction SMILES: [CH3:21][CH2:22][OH:23].[Cl:1][c:2]1[cH:3][c:4]([N:8]([CH2:9][CH2:10][CH3:11])[n:12]2[cH:13][cH:14][c:15]3[cH:16][cH:17][cH:18][cH:19][c:20]23)[n:5][cH:6][n:7]1>>[cH:2]1[cH:3][c:4]([N:8]([CH2:9][CH2:10][CH3:11])[n:12]2[cH:13][cH:14][c:15]3[cH:16][cH:17][cH:18][cH:19][c:20]23)[n:5][cH:6][n:7]1. Reactants: ClCCCC1=NOC2=C1C=CC(=C2)F (3-(3-chloropropyl)-6-fluoro-1,2-benzisoxazole), N1CCCCC1 (piperidine), C([O-])(O)=O.[Na+] (sodium bicarbonate), [I-].[K+] (potassium iodide). Run in CN(C=O)C (dimethylformamide). Reaction conditions: temperature 80 celsius, time 2 hour. Product: Cl.FC1=CC2=C(C(=NO2)CCCN2CCCCC2)C=C1 (1-[3-(6-Fluoro-1,2-benzisoxazol-3-yl)propyl]piperidine hydrochloride). Yield: 42.0%. As a reaction SMILES: [Cl:1][CH2:2][CH2:3][CH2:4][C:5]1[C:9]2[CH:10]=[CH:11][C:12]([F:14])=[CH:13][C:8]=2[O:7][N:6]=1.[NH:15]1[CH2:20][CH2:19][CH2:18][CH2:17][CH2:16]1.C(=O)(O)[O-].[Na+].[I-].[K+]>CN(C)C=O>[ClH:1].[F:14][C:12]1[CH:11]=[CH:10][C:9]2[C:5]([CH2:4][CH2:3][CH2:2][N:15]3[CH2:20][CH2:19][CH2:18][CH2:17][CH2:16]3)=[N:6][O:7][C:8]=2[CH:13]=1 |f:2.3,4.5,7.8|. Procedure details: To 30 ml of dry dimethylformamide, was added 4.2 g of 3-(3-chloropropyl)-6-fluoro-1,2-benzisoxazole, 2.0 ml of piperidine, 8.0 g of sodium bicarbonate, and a crystal of potassium iodide. After stirring at 80° C. for two hrs, the mixture was filtered and the filtrate was evaporated to an oil. The oil was stirred with 100 ml of water for five mins and then extracted with ether. The ether extract was washed with water (2x), saturated sodium chloride solution and dried over anhydrous magnesium sulfa... Starting materials: COC(=O)[C@@H]1C[C@@H]([C@H](C1)O)NC(=O)C=1SC(=CC1)Cl ((1R,3S,4S)-3-[(5-chloro-thiophene-2-carbonyl)-amino]-4-hydroxy-cyclopentanecarboxylic acid methyl ester), NC1=CC=C(C=C1)N1C(C=CC=C1)=O (1-(4-amino-phenyl)-1H-pyridin-2-one). Product: O[C@@H]1[C@H](C[C@H](C1)C(NC1=CC=C(C=C1)N1C(C=CC=C1)=O)=O)NC(=O)C=1SC(=CC1)Cl (5-chloro-thiophene-2-carboxylic acid {(1S,2S,4R)-2-hydroxy-4-[4-(2-oxo-2H-pyridin-1-yl)-phenyl-carbamoyl]-cyclopentyl}-amide). Reaction SMILES: CO[C:3]([C@H:5]1[CH2:9][C@H:8]([OH:10])[C@@H:7]([NH:11][C:12]([C:14]2[S:15][C:16]([Cl:19])=[CH:17][CH:18]=2)=[O:13])[CH2:6]1)=[O:4].[NH2:20][C:21]1[CH:26]=[CH:25][C:24]([N:27]2[CH:32]=[CH:31][CH:30]=[CH:29][C:28]2=[O:33])=[CH:23][CH:22]=1>>[OH:10][C@H:8]1[CH2:9][C@H:5]([C:3](=[O:4])[NH:20][C:21]2[CH:26]=[CH:25][C:24]([N:27]3[CH:32]=[CH:31][CH:30]=[CH:29][C:28]3=[O:33])=[CH:23][CH:22]=2)[CH2:6][C@@H:7]1[NH:11][C:12]([C:14]1[S:15][C:16]([Cl:19])=[CH:17][CH:18]=1)=[O:13]. Procedure details: In analogy to example 1C, (1R,3S,4S)-3-[(5-chloro-thiophene-2-carbonyl)-amino]-4-hydroxy-cyclopentanecarboxylic acid methyl ester (example 1B) was reacted with 1-(4-amino-phenyl)-1H-pyridin-2-one (CAS 13143-47-0) to give 5-chloro-thiophene-2-carboxylic acid {(1S,2S,4R)-2-hydroxy-4-[4-(2-oxo-2H-pyridin-1-yl)-phenyl-carbamoyl]-cyclopentyl}-amide. Orange solid. MS: 458.3 ([M+H]+). Starting materials: ClC1=C(C=C(C=C1)NC(=O)C1=CC=C(C(OCC)=N)C=C1)C1=NC=CC=C1 (Ethyl 4-(4-chloro-3-(pyridin-2-yl)phenylcarbamoyl)benzimidate), N1C=NC(=C1)CCCN (3-(1H-imidazol-4-yl)propan-1-amine). Run in CO (methanol). Product: N1C=NC(=C1)CCCNC(=N)C1=CC=C(C(=O)NC2=CC(=C(C=C2)Cl)C2=NC=CC=C2)C=C1 (4-(N-(3-(1H-imidazol-4-yl)propyl)carbamimidoyl)-N-(4-chloro-3-(pyridin-2-yl)phenyl)benzamide). Reaction SMILES: [Cl:1][C:2]1[CH:7]=[CH:6][C:5]([NH:8][C:9]([C:11]2[CH:21]=[CH:20][C:14]([C:15](=[NH:19])OCC)=[CH:13][CH:12]=2)=[O:10])=[CH:4][C:3]=1[C:22]1[CH:27]=[CH:26][CH:25]=[CH:24][N:23]=1.[NH:28]1[CH:32]=[C:31]([CH2:33][CH2:34][CH2:35][NH2:36])[N:30]=[CH:29]1>CO>[NH:28]1[CH:32]=[C:31]([CH2:33][CH2:34][CH2:35][NH:36][C:15]([C:14]2[CH:13]=[CH:12][C:11]([C:9]([NH:8][C:5]3[CH:6]=[CH:7][C:2]([Cl:1])=[C:3]([C:22]4[CH:27]=[CH:26][CH:25]=[CH:24][N:23]=4)[CH:4]=3)=[O:10])=[CH:21][CH:20]=2)=[NH:19])[N:30]=[CH:29]1. Procedure: Ethyl 4-(4-chloro-3-(pyridin-2-yl)phenylcarbamoyl)benzimidate (2.0 ml of a 0.075 M methanol solution, 0.15 mmol) was treated with 3-(1H-imidazol-4-yl)propan-1-amine (27 μl, 0.23 mmol) via procedure W to afford 83 mg of 4-(N-(3-(1H-imidazol-4-yl)propyl)carbamimidoyl)-N-(4-chloro-3-(pyridin-2-yl)phenyl)benzamide. MS (Q1) 459 (M)+. Reactants: CS(=O)(=O)CCN1CCNCC1, CCOc1cc(C(C)(C)C#N)c(Cl)cc1C1=NC(c2ccc(Cl)cc2)C(c2ccc(Cl)cc2)N1C(=O)Cl, Cl, Cl. Product: CCOc1cc(C(C)(C)C#N)c(Cl)cc1C1=NC(c2ccc(Cl)cc2)C(c2ccc(Cl)cc2)N1C(=O)N1CCN(CCS(C)(=O)=O)CC1. Reaction SMILES: [CH3:40][S:41](=[O:42])(=[O:43])[CH2:44][CH2:45][N:46]1[CH2:47][CH2:48][NH:49][CH2:50][CH2:51]1.[Cl:1][c:2]1[c:3]([C:33]([CH3:34])([CH3:35])[C:36]#[N:37])[cH:4][c:5]([O:30][CH2:31][CH3:32])[c:6]([C:8]2=[N:12][CH:11]([c:13]3[cH:14][cH:15][c:16]([Cl:19])[cH:17][cH:18]3)[CH:10]([c:20]3[cH:21][cH:22][c:23]([Cl:26])[cH:24][cH:25]3)[N:9]2[C:27](=[O:28])[Cl:29])[cH:7]1.[ClH:38].[ClH:39]>>[Cl:1][c:2]1[c:3]([C:33]([CH3:34])([CH3:35])[C:36]#[N:37])[cH:4][c:5]([O:30][CH2:31][CH3:32])[c:6]([C:8]2=[N:12][CH:11]([c:13]3[cH:14][cH:15][c:16]([Cl:19])[cH:17][cH:18]3)[CH:10]([c:20]3[cH:21][cH:22][c:23]([Cl:26])[cH:24][cH:25]3)[N:9]2[C:27](=[O:28])[N:49]2[CH2:48][CH2:47][N:46]([CH2:45][CH2:44][S:41]([CH3:40])(=[O:42])=[O:43])[CH2:51][CH2:50]2)[cH:7]1. Reactants: N[C@@H]1CC[C@H](CC1)N1C(N(C2=C1C=CC(=C2)C#N)CC2=CC(=C(C=C2)OC)Cl)=O (1-(trans-4-aminocyclohexyl)-3-(3-chloro-4-methoxybenzyl)-5-cyano-2,3-dihydro-1H-benzimidazol-2-one), CN=C=O (methyl isocyanate). Solvent: ClCCl (dichloromethane). Run at temperature 0 celsius, time 2 hour. Product: ClC=1C=C(CN2C(N(C3=C2C=C(C=C3)C#N)[C@@H]3CC[C@H](CC3)NC(=O)NC)=O)C=CC1OC (3-(3-chloro-4-methoxybenzyl)-5-cyano-1-[trans-4-(3-methylureido)cyclohexyl]-2,3-dihydro-1H-benzimidazol-2-one). Yield: 60.6%. Reaction SMILES: [NH2:1][C@H:2]1[CH2:7][CH2:6][C@H:5]([N:8]2[C:12]3[CH:13]=[CH:14][C:15]([C:17]#[N:18])=[CH:16][C:11]=3[N:10]([CH2:19][C:20]3[CH:25]=[CH:24][C:23]([O:26][CH3:27])=[C:22]([Cl:28])[CH:21]=3)[C:9]2=[O:29])[CH2:4][CH2:3]1.[CH3:30][N:31]=[C:32]=[O:33]>ClCCl>[Cl:28][C:22]1[CH:21]=[C:20]([CH:25]=[CH:24][C:23]=1[O:26][CH3:27])[CH2:19][N:10]1[C:11]2[CH:16]=[C:15]([C:17]#[N:18])[CH:14]=[CH:13][C:12]=2[N:8]([C@H:5]2[CH2:6][CH2:7][C@H:2]([NH:1][C:32]([NH:31][CH3:30])=[O:33])[CH2:3][CH2:4]2)[C:9]1=[O:29]. Procedure details: A mixture of 1-(trans-4-aminocyclohexyl)-3-(3-chloro-4-methoxybenzyl)-5-cyano-2,3-dihydro-1H-benzimidazol-2-one (100 mg) and methyl isocyanate (17 mg) in dichloromethane (3 mL) was stirred at 0° C. for 2 hours under nitrogen atmosphere. The mixture was partitioned between water and a mixture of chloroform and methanol (5:1). The separated organic layer was washed with water and dried over magnesium sulfate. After evaporation of the solvent, the residue was subjected to a preparative thin-layer c... The solvent is FC(C(=O)O)(F)F (trifluoroacetic acid). Reactants: C1(=CC=CC=C1)O (Phenol), BrC1=C(C=C(C=C1)C(CC)(CC)O)C (3-(4-bromo-3-methyl-phenyl)-pentan-3-ol). As a reaction SMILES: [C:1]1([OH:7])[CH:6]=[CH:5][CH:4]=[CH:3][CH:2]=1.[Br:8][C:9]1[CH:14]=[CH:13][C:12]([C:15](O)([CH2:18][CH3:19])[CH2:16][CH3:17])=[CH:11][C:10]=1[CH3:21]>FC(F)(F)C(O)=O>[Br:8][C:9]1[CH:14]=[CH:13][C:12]([C:15]([C:4]2[CH:5]=[CH:6][C:1]([OH:7])=[CH:2][CH:3]=2)([CH2:18][CH3:19])[CH2:16][CH3:17])=[CH:11][C:10]=1[CH3:21]. Reported procedure: Phenol (732 mg, 7.78 mmol) was added to a solution of 3-(4-bromo-3-methyl-phenyl)-pentan-3-ol (Example 38-(1); 2.0 g, 7.78 mmol) in trifluoroacetic acid (20 mL), and the mixture was stirred at room temperature for five hours. Then, the reaction mixture was concentrated under reduced pressure. The resulting residue was purified by silica gel chromatography (hexane:ethyl acetate=100:0 to 30:70, 40 minutes) to give the target compound as a colorless oil (1.95 g, 75%). Reaction conditions: time 5 hour. The yield is 75.2%. Product: BrC1=C(C=C(C=C1)C(CC)(CC)C1=CC=C(C=C1)O)C (4-[1-(4-bromo-3-methyl-phenyl)-1-ethyl-propyl]-phenol).